This data is from the Open Reaction Database (ORD), a public repository of structured organic reaction records. The task is: describe an organic reaction: reactants, conditions, products, and yield Starting materials: NC1=CC(=C(C=C1Cl)C(CCCCN1CCCCC1)=O)OC (1-[4-amino-5-chloro-2-methoxyphenyl]-5-(piperidin-1-yl)pentan-1-one), CC=1C=C(CCl)C=C(C1)C (3,5-dimethylbenzyl chloride). Yields the product Cl.NC1=CC(=C(C=C1Cl)C(CCCCN1CCCCC1)=O)OCC1=CC(=CC(=C1)C)C (1-[4-amino-5-chloro-2-(3,5-dimethylbenzyloxy)-phenyl]-5-(piperidin-1-yl)pentan-1-one hydrochloride). As a reaction SMILES: [NH2:1][C:2]1[C:7]([Cl:8])=[CH:6][C:5]([C:9](=[O:20])[CH2:10][CH2:11][CH2:12][CH2:13][N:14]2[CH2:19][CH2:18][CH2:17][CH2:16][CH2:15]2)=[C:4]([O:21][CH3:22])[CH:3]=1.[CH3:23][C:24]1[CH:25]=[C:26]([CH:29]=[C:30]([CH3:32])[CH:31]=1)CCl>>[ClH:8].[NH2:1][C:2]1[C:7]([Cl:8])=[CH:6][C:5]([C:9](=[O:20])[CH2:10][CH2:11][CH2:12][CH2:13][N:14]2[CH2:15][CH2:16][CH2:17][CH2:18][CH2:19]2)=[C:4]([O:21][CH2:22][C:26]2[CH:29]=[C:30]([CH3:32])[CH:31]=[C:24]([CH3:23])[CH:25]=2)[CH:3]=1 |f:2.3|. Reported procedure: Proceeding as in Example 12, Step (a), but replacing 1-(4-amino-5-chloro-2-methoxyphenyl)-3-{1-[2-(methylsulfonyl)aminoethyl]piperidin-4-ylpropan-1-one with 1-[4-amino-5-chloro-2-methoxyphenyl]-5-(piperidin-1-yl)pentan-1-one, and then as in Example 12, Step (b), but replacing 3,5-dimethoxybenzyl chloride with 3,5-dimethylbenzyl chloride, gave 1-[4-amino-5-chloro-2-(3,5-dimethylbenzyloxy)-phenyl]-5-(piperidin-1-yl)pentan-1-one hydrochloride, m.p. 218°-233° C. The reactants are C(CC(=O)C)(=O)OC1(CCC(CC1)C(C)C)C (1-menthyl acetoacetate), [{RuCl((S)—SEGPHOS)}2(μ-Cl)3][NH2Me2]. Reaction SMILES: [C:1]([O:7][C:8]1([CH3:17])[CH2:13][CH2:12][CH:11]([CH:14]([CH3:16])[CH3:15])[CH2:10][CH2:9]1)(=[O:6])[CH2:2][C:3]([CH3:5])=[O:4]>CO>[OH:4][C@@H:3]([CH3:5])[CH2:2][C:1]([O:7][C:8]1([CH3:17])[CH2:9][CH2:10][CH:11]([CH:14]([CH3:15])[CH3:16])[CH2:12][CH2:13]1)=[O:6]. The yield is 98.4%. Reagents/catalysts: catalyst. Solvent: CO (methanol). Yields the product O[C@H](CC(=O)OC1(CCC(CC1)C(C)C)C)C ((3S)-1-menthyl 3-hydroxybutyrate). Procedure: 144.2 g (0.60 mol) of 1-menthyl acetoacetate, 98.8 mg (12.0 mmol) of a catalyst [{RuCl((S)—SEGPHOS)}2(μ-Cl)3][NH2Me2] and 75 ml of methanol were put into a 500 ml capacity autoclave and allowed to undergo the reaction at 70° C. for 5.5 hours under a hydrogen pressure of 4 MPa. The thus obtained reaction solution was subjected to evaporation of the solvent and then distilled under a reduced pressure (121° C./170 Pa) to obtain 143.1 g (yield 98.4%) of the (3S)-1-menthyl 3-hydroxybutyrate of intere... The reactants are CCOC(C)=O, CCCCCC, Fc1ccccc1-c1[nH]nc(C(F)(F)F)c1Cl, COc1cc(N2CCN(C(=O)CCl)CC2)ccc1Cl, [K+], [K+], O=C([O-])[O-], CN(C)C=O. Yields the product COc1cc(N2CCN(C(=O)Cn3nc(-c4ccccc4F)c(Cl)c3C(F)(F)F)CC2)ccc1Cl. Reaction SMILES: [C:48]([O:49][CH2:50][CH3:51])(=[O:52])[CH3:53].[CH3:54][CH2:55][CH2:56][CH2:57][CH2:58][CH3:59].[Cl:1][c:2]1[c:3]([C:14]([F:15])([F:16])[F:17])[n:4][nH:5][c:6]1-[c:7]1[c:8]([F:13])[cH:9][cH:10][cH:11][cH:12]1.[Cl:24][CH2:25][C:26](=[O:27])[N:28]1[CH2:29][CH2:30][N:31]([c:34]2[cH:35][c:36]([O:41][CH3:42])[c:37]([Cl:40])[cH:38][cH:39]2)[CH2:32][CH2:33]1.[K+:18].[K+:19].[O-:20][C:21]([O-:22])=[O:23].[O:43]=[CH:44][N:45]([CH3:46])[CH3:47]>>[Cl:1][c:2]1[c:3]([C:14]([F:15])([F:16])[F:17])[n:4]([CH2:25][C:26](=[O:27])[N:28]2[CH2:29][CH2:30][N:31]([c:34]3[cH:35][c:36]([O:41][CH3:42])[c:37]([Cl:40])[cH:38][cH:39]3)[CH2:32][CH2:33]2)[n:5][c:6]1-[c:7]1[c:8]([F:13])[cH:9][cH:10][cH:11][cH:12]1. The reactants are S(=O)(=O)(Cl)Cl (sulfurylchloride), C(CC)N1C[C@H](C[C@@H]2C=3C=CC=C4NC=C(C[C@@H]12)C34)NC(C(C)(C)C)=O (6-n-propyl-8α-pivaloylamino-ergoline), C([O-])([O-])=O.[K+].[K+] (potassium carbonate). The solvent is C(Cl)Cl (methylene chloride). Run at temperature 0 celsius, time 4 hour. Yields the product ClC1=C2C[C@H]3N(C[C@H](C[C@@H]3C=3C=CC=C(N1)C32)NC(C(C)(C)C)=O)CCC (2-chloro-6-n-propyl-8α-pivaloylamino-ergoline). RXN SMILES: [CH2:1]([N:4]1[C@H:18]2[C@@H:8]([C:9]3[CH:10]=[CH:11][CH:12]=[C:13]4[C:19]=3[C:16]([CH2:17]2)=[CH:15][NH:14]4)[CH2:7][C@H:6]([NH:20][C:21](=[O:26])[C:22]([CH3:25])([CH3:24])[CH3:23])[CH2:5]1)[CH2:2][CH3:3].S(Cl)([Cl:30])(=O)=O.C(=O)([O-])[O-].[K+].[K+]>C(Cl)Cl>[Cl:30][C:15]1[NH:14][C:13]2[C:19]3[C:16]=1[CH2:17][C@@H:18]1[C@@H:8]([C:9]=3[CH:10]=[CH:11][CH:12]=2)[CH2:7][C@H:6]([NH:20][C:21](=[O:26])[C:22]([CH3:25])([CH3:24])[CH3:23])[CH2:5][N:4]1[CH2:1][CH2:2][CH3:3] |f:2.3.4|. Procedure details: 1 g silica gel are added to 2 g 6-n-propyl-8α-pivaloylamino-ergoline (example 2) in 50 ml methylene chloride, pre-cooled to 0° C. 0.503 ml sulfurylchloride are added drop-wise and the reaction mixture stirred for 4 hours. 1N potassium carbonate solution is added, the mixture extracted with methylene chloride, dried over Na2SO4 and concentrated. The residue is chromatographed on 50 g silica gel using toluene/ethylacetate (2:1) as eluant to yield the title compound. M.P.=146°-147° C. Reactants: C(C)OP(=O)(OCC)COCC(CO)ON1C2=NC=NC(=C2N=C1)N (9-(1-diethoxyphosphorylmethoxy-3-hydroxyprop-2-oxy)adenine), Br[Si](C)(C)C (bromotrimethylsilane), N (ammonia), monoester, isopropyl alcohol water-0, Br[Si](C)(C)C (bromotrimethylsilane). Solvent: CN(C=O)C (N,N-dimethylformamide). Conditions: temperature 20 celsius, time 16 hour. Product: OCC(COCP(=O)(O)O)ON1C2=NC=NC(=C2N=C1)N (9-(1-hydroxy-3-phosphonomethoxyprop-2-oxy)adenine). The yield is 75.4%. Reaction SMILES: C([O:3][P:4]([CH2:9][O:10][CH2:11][CH:12]([O:15][N:16]1[CH:24]=[N:23][C:22]2[C:17]1=[N:18][CH:19]=[N:20][C:21]=2[NH2:25])[CH2:13][OH:14])([O:6]CC)=[O:5])C.Br[Si](C)(C)C.N>CN(C)C=O>[OH:14][CH2:13][CH:12]([O:15][N:16]1[CH:24]=[N:23][C:22]2[C:17]1=[N:18][CH:19]=[N:20][C:21]=2[NH2:25])[CH2:11][O:10][CH2:9][P:4]([OH:5])([OH:6])=[O:3]. Procedure: A solution of 9-(1-diethoxyphosphorylmethoxy-3-hydroxyprop-2-oxy)adenine (100 mg, 0.27 mmol) in N,N-dimethylformamide (5 ml) was treated with bromotrimethylsilane (0.36 ml, 2.7 mmol) and stirred for 16 hours at 20° C. After this time, t.l.c. (isopropyl alcohol-water-0.88 ammonia, 60:30:10) showed some monoester still present. More bromotrimethylsilane (0.18 ml, 1.35 mmol) was added and the reaction mixture stirred at 20° C. for 2 hours. The solvent was evaporated and the residual brown oil chrom... The reactants are COc1ccc(Cn2cc(C(=O)c3ccc(C(F)(F)F)nc3)c(=O)c3ccccc32)cc1, Cl, C1COCCO1. Product: O=C(c1ccc(C(F)(F)F)nc1)c1c[nH]c2ccccc2c1=O. Reaction SMILES: [CH3:1][O:2][c:3]1[cH:4][cH:5][c:6]([CH2:7][n:8]2[cH:9][c:10]([C:19](=[O:20])[c:21]3[cH:22][n:23][c:24]([C:27]([F:28])([F:29])[F:30])[cH:25][cH:26]3)[c:11](=[O:18])[c:12]3[cH:13][cH:14][cH:15][cH:16][c:17]23)[cH:31][cH:32]1.[ClH:33].[O:34]1[CH2:35][CH2:36][O:37][CH2:38][CH2:39]1>>[nH:8]1[cH:9][c:10]([C:19](=[O:20])[c:21]2[cH:22][n:23][c:24]([C:27]([F:28])([F:29])[F:30])[cH:25][cH:26]2)[c:11](=[O:18])[c:12]2[cH:13][cH:14][cH:15][cH:16][c:17]12. The reactants are CC(C)(c1ccc(Br)cc1)c1nc(N)n[nH]1, CCN(C(C)C)C(C)C, CC1(C(=O)O)CC2([N+](=O)[O-])c3ccccc3C1c1ccccc12, CCN=C=NCCCN(C)C, CC#N, On1nnc2ccccc21. Yields the product CC(C)(c1ccc(Br)cc1)c1nc(N)n(C(=O)C2(C)CC3([N+](=O)[O-])c4ccccc4C2c2ccccc23)n1. Reaction SMILES: [Br:54][c:55]1[cH:56][cH:57][c:58]([C:61]([CH3:62])([CH3:63])[c:64]2[n:65][c:66]([NH2:69])[n:67][nH:68]2)[cH:59][cH:60]1.[CH2:34]([N:35]([CH:36]([CH3:37])[CH3:38])[CH:39]([CH3:40])[CH3:41])[CH3:42].[CH3:1][C:2]1([C:21](=[O:22])[OH:23])[CH:3]2[c:4]3[cH:5][cH:6][cH:7][cH:8][c:9]3[C:10]([N+:18](=[O:19])[O-:20])([c:11]3[cH:12][cH:13][cH:14][cH:15][c:16]32)[CH2:17]1.[CH3:43][CH2:44][N:45]=[C:46]=[N:47][CH2:48][CH2:49][CH2:50][N:51]([CH3:52])[CH3:53].[CH3:70][C:71]#[N:72].[OH:24][n:25]1[c:26]2[cH:27][cH:28][cH:29][cH:30][c:31]2[n:32][n:33]1>>[CH3:1][C:2]1([C:21](=[O:23])[n:67]2[c:66]([NH2:69])[n:65][c:64]([C:61]([c:58]3[cH:57][cH:56][c:55]([Br:54])[cH:60][cH:59]3)([CH3:62])[CH3:63])[n:68]2)[CH:3]2[c:4]3[cH:5][cH:6][cH:7][cH:8][c:9]3[C:10]([N+:18](=[O:19])[O-:20])([c:11]3[cH:12][cH:13][cH:14][cH:15][c:16]32)[CH2:17]1. Starting materials: C([O-])([O-])=O.[K+].[K+] (potassium carbonate), CI (methyl iodide), COC=1C=C(C=CC1OC)S(=O)(=O)NC=1SC=C(N1)C1=CC(=CC=C1)[N+](=O)[O-] (3,4-dimethoxy-N-(4-(3-nitrophenyl)thiazol-2-yl)benzenesulfonamide). Run in C(C)#N (acetonitrile). Conditions: time 2 hour. The product is COC=1C=C(C=CC1OC)S(=O)(=O)N(C)C=1SC=C(N1)C1=CC(=CC=C1)[N+](=O)[O-] (3,4-dimethoxy-N-[4-(3-nitrophenyl)thiazol-2-yl]-N-(methyl)benzenesulfonamide). Isolated yield 6.8%. As a reaction SMILES: [C:1](=O)([O-])[O-].[K+].[K+].CI.[CH3:9][O:10][C:11]1[CH:12]=[C:13]([S:19]([NH:22][C:23]2[S:24][CH:25]=[C:26]([C:28]3[CH:33]=[CH:32][CH:31]=[C:30]([N+:34]([O-:36])=[O:35])[CH:29]=3)[N:27]=2)(=[O:21])=[O:20])[CH:14]=[CH:15][C:16]=1[O:17][CH3:18]>C(#N)C>[CH3:9][O:10][C:11]1[CH:12]=[C:13]([S:19]([N:22]([C:23]2[S:24][CH:25]=[C:26]([C:28]3[CH:33]=[CH:32][CH:31]=[C:30]([N+:34]([O-:36])=[O:35])[CH:29]=3)[N:27]=2)[CH3:1])(=[O:21])=[O:20])[CH:14]=[CH:15][C:16]=1[O:17][CH3:18] |f:0.1.2|. Reported procedure: Anhydrous potassium carbonate (0.204 g, 14.8 mmol), and methyl iodide (0.209 g, 14.8 mmol) were added to a stirred solution of 3,4-dimethoxy-N-(4-(3-nitrophenyl)thiazol-2-yl)benzenesulfonamide (0.250 g, 5.94 mmol) in acetonitrile (10 mL) under a nitrogen atmosphere at room temperature. After 2 h, the solvent was removed in vacuo and the residue was partitioned between ethyl acetate and water. The organic phase was dried over anhydrous sodium sulfate, and the solvent was removed in vacuo. The cru... Reactants: C(C)(=O)O[BH-](OC(C)=O)OC(C)=O.[Na+] (sodium triacetoxyborohydride), intermediate, ClC1=C(C=O)C=CC(=C1)Cl (2,4-dichlorobenzaldehyde), C(#N)C=1C(=C(SC1NC(C(CC)CC)=O)N1CCN(CC1)C(=O)OC(C)(C)C)C (tert-Butyl 4-{4-cyano-5-[(2-ethylbutanovl)amino]-3-methylthien-2-yl}piperazine-1-carboxylate), FC(C(=O)O)(F)F (trifluoroacetic acid). The solvent is ClC(C)Cl (dichloroethane), C(Cl)Cl (CH2Cl2). Product: C(#N)C1=C(SC(=C1C)N1CCN(CC1)CC1=C(C=C(C=C1)Cl)Cl)NC(C(CC)CC)=O (N-{3-Cyano-5-[4-(2,4-dichlorobenzyl)piperazin-1-yl]-4-methylthien-2-yl}-2-ethylbutanamide). As a reaction SMILES: [C:1]([C:3]1[C:4]([CH3:29])=[C:5]([N:16]2[CH2:21][CH2:20][N:19]([C:22](OC(C)(C)C)=O)[CH2:18][CH2:17]2)[S:6][C:7]=1[NH:8][C:9](=[O:15])[CH:10]([CH2:13][CH3:14])[CH2:11][CH3:12])#[N:2].FC(F)(F)C(O)=O.[Cl:37][C:38]1[CH:45]=[C:44]([Cl:46])[CH:43]=[CH:42][C:39]=1C=O.C(O[BH-](OC(=O)C)OC(=O)C)(=O)C.[Na+]>C(Cl)Cl.ClC(Cl)C>[C:1]([C:3]1[C:4]([CH3:29])=[C:5]([N:16]2[CH2:21][CH2:20][N:19]([CH2:22][C:43]3[CH:42]=[CH:39][C:38]([Cl:37])=[CH:45][C:44]=3[Cl:46])[CH2:18][CH2:17]2)[S:6][C:7]=1[NH:8][C:9](=[O:15])[CH:10]([CH2:11][CH3:12])[CH2:13][CH3:14])#[N:2] |f:3.4|. Procedure details: To a solution of 1.06 g (2.52 mmol) of the title compound from Example 30 in 10 mL of CH2Cl2 was added 10 mL of trifluoroacetic acid. After 2 h at ambient temperature the reaction was concentrated in vacuo. To 0.040 g (0.092 mmol) of this intermediate in 1 mL of dichloroethane was added 0.055 g (0.20 mmol) of 2,4-dichlorobenzaldehyde, followed by 0.066 g (0.31 mmol) of sodium triacetoxyborohydride. After 16 h at ambient temperature the reaction was quenched by the addition of 10 mL of saturated ...